The task is: describe an organic reaction: reactants, conditions, products, and yield. This data is from the Open Reaction Database (ORD), a public repository of structured organic reaction records. Reactants: C1CCNCC1, COCCCCOc1cc(C)ccc1C(=O)OC. Yields the product COCCCCOc1cc(CN2CCCCC2)ccc1C(=O)OC. As a reaction SMILES: [CH2:19]1[CH2:20][CH2:21][NH:22][CH2:23][CH2:24]1.[CH3:1][O:2][C:3]([c:4]1[c:5]([O:11][CH2:12][CH2:13][CH2:14][CH2:15][O:16][CH3:17])[cH:6][c:7]([CH3:10])[cH:8][cH:9]1)=[O:18]>>[CH3:1][O:2][C:3]([c:4]1[c:5]([O:11][CH2:12][CH2:13][CH2:14][CH2:15][O:16][CH3:17])[cH:6][c:7]([CH2:10][N:22]2[CH2:21][CH2:20][CH2:19][CH2:24][CH2:23]2)[cH:8][cH:9]1)=[O:18]. Starting materials: C(C=C)[Si](Cl)(Cl)Cl (allyltrichlorosilane), C1(=CC=CC=C1)C (toluene), [Cl-].[Na+] (sodium chloride), C1(=CC=CC=C1)C (toluene). The reagents and catalysts are [Cl-].[Al+3].[Cl-].[Cl-] (aluminum chloride). Run at temperature 50 celsius. Yields the product CC1=C(C=CC=C1)C(C[Si](Cl)(Cl)Cl)C (3-(methylphenyl)-1,1,1-trichloro-1-silabutane). The yield is 71.0%. As a reaction SMILES: [CH2:1]([Si:4]([Cl:7])([Cl:6])[Cl:5])[CH:2]=[CH2:3].[Cl-].[Na+].[C:10]1([CH3:16])[CH:15]=[CH:14][CH:13]=[CH:12][CH:11]=1>[Cl-].[Al+3].[Cl-].[Cl-]>[CH3:16][C:10]1[CH:15]=[CH:14][CH:13]=[CH:12][C:11]=1[CH:2]([CH3:3])[CH2:1][Si:4]([Cl:7])([Cl:6])[Cl:5] |f:1.2,4.5.6.7|. Procedure: In the same apparatus and procedures as EXAMPLE 1, 9.7 g (105 mmol) of toluene and 0.2 g (1.5 mmol) of aluminum chloride were placed. The flask was then immersed in an ice water bath. To the reaction mixture was slowly added dropwise 3.0 g (15 mmol) of allyltrichlorosilane and the solution was stirred for an hour. After confirming that no toluene was left by gas chromatography, 0.48 g (8.0 mmol) of sodium chloride was added to reaction mixture, warmed up to 50° C. and stirred for two hours to de... Starting materials: C1CCOC1, CO, CN(C)CCn1ccc([N+](=O)[O-])c1. Product: CN(C)CCn1ccc(N)c1. RXN SMILES: [CH2:16]1[O:17][CH2:18][CH2:19][CH2:20]1.[CH3:14][OH:15].[CH3:1][N:2]([CH2:3][CH2:4][n:5]1[cH:6][c:7]([N+:10]([O-:11])=[O:12])[cH:8][cH:9]1)[CH3:13]>>[CH3:1][N:2]([CH2:3][CH2:4][n:5]1[cH:6][c:7]([NH2:10])[cH:8][cH:9]1)[CH3:13]. Starting materials: CC(=O)O, Nc1c(F)cccc1F, ClI, O, c1ccncc1. Reaction SMILES: [CH3:19][C:20](=[O:21])[OH:22].[F:1][c:2]1[c:3]([NH2:4])[c:5]([F:9])[cH:6][cH:7][cH:8]1.[I:16][Cl:17].[OH2:18].[cH:10]1[cH:11][cH:12][n:13][cH:14][cH:15]1>>[F:1][c:2]1[c:3]([NH2:4])[c:5]([F:9])[cH:6][c:7]([I:16])[cH:8]1. Yields the product Nc1c(F)cc(I)cc1F. Reactants: C(CCCCCC)N1C(C2(CC(C1=O)C2)C2=CC=C(C=C2)[N+](=O)[O-])=O (3-n-heptyl-1-(4-nitrophenyl)-3-azabicyclo[3.1.1]heptane-2,4-dione). Reagents/catalysts: [Pd] (palladium-on-carbon). Solvent: C(C)O (ethanol). The product is NC1=CC=C(C=C1)C12C(N(C(C(C1)C2)=O)CCCCCCC)=O (1-(4-aminophenyl)-3-n-heptyl-3-azabicyclo[3.1.1]heptane-2,4-dione). As a reaction SMILES: [CH2:1]([N:8]1[C:13](=[O:14])[CH:12]2[CH2:15][C:10]([C:16]3[CH:21]=[CH:20][C:19]([N+:22]([O-])=O)=[CH:18][CH:17]=3)([CH2:11]2)[C:9]1=[O:25])[CH2:2][CH2:3][CH2:4][CH2:5][CH2:6][CH3:7]>C(O)C.[Pd]>[NH2:22][C:19]1[CH:18]=[CH:17][C:16]([C:10]23[CH2:11][CH:12]([CH2:15]2)[C:13](=[O:14])[N:8]([CH2:1][CH2:2][CH2:3][CH2:4][CH2:5][CH2:6][CH3:7])[C:9]3=[O:25])=[CH:21][CH:20]=1. Procedure details: In a manner analogous to that described in Example 1, 2.1 g of 3-n-heptyl-1-(4-nitrophenyl)-3-azabicyclo[3.1.1]heptane-2,4-dione in 100 ml of ethanol are hydrogenated in the presence of 0.1 g of palladium-on-carbon and worked up. After purification by column chromatography on silica gel with the system hexane/ethyl acetate 1:1, the title compound is obtained in the form of wax-like crystals. Melting point 69°-71°, Rf (hexane/ethyl acetate 1:1)=0.25. The reactants are C(C)SC1=C(C=CC=C1)C1=NC=2C(=NC=C(C2)I)N1C (2-(2-ethylsulfanyl-phenyl)-6-iodo-3-methyl-3H-imidazo[4,5-b]pyridine), FC(C(C(C(=O)[O-])(F)F)(F)F)(F)F.[Na+] (sodium heptafluorobutyrate), C(O)([O-])=O.[Na+] (sodium hydrogen carbonate), N (ammonia). Reagents/catalysts: [Cu](I)I (copper iodide). Solvent: C=1(C(=CC=CC1)C)C (xylene), CN1CCCC1=O (NMP). Reaction conditions: temperature 150 celsius. The product is C(C)SC1=C(C=CC=C1)C1=NC=2C(=NC=C(C2)C(C(C(F)(F)F)(F)F)(F)F)N1C (2-(2-ethylsulfanyl-phenyl)-6-heptafluoropropyl-3-methyl-3H-imidazo[4,5-b]pyridine). Yield: 34.3%. As a reaction SMILES: [CH2:1]([S:3][C:4]1[CH:9]=[CH:8][CH:7]=[CH:6][C:5]=1[C:10]1[N:19]([CH3:20])[C:13]2=[N:14][CH:15]=[C:16](I)[CH:17]=[C:12]2[N:11]=1)[CH3:2].[F:21][C:22]([F:33])([F:32])[C:23]([F:31])([F:30])[C:24]([F:29])([F:28])C([O-])=O.[Na+].C(=O)([O-])O.[Na+].N>[Cu](I)I.C1(C)C(C)=CC=CC=1.CN1C(=O)CCC1>[CH2:1]([S:3][C:4]1[CH:9]=[CH:8][CH:7]=[CH:6][C:5]=1[C:10]1[N:19]([CH3:20])[C:13]2=[N:14][CH:15]=[C:16]([C:24]([F:29])([F:28])[C:23]([F:31])([F:30])[C:22]([F:33])([F:32])[F:21])[CH:17]=[C:12]2[N:11]=1)[CH3:2] |f:1.2,3.4|. Procedure: A mixture of 2-(2-ethylsulfanyl-phenyl)-6-iodo-3-methyl-3H-imidazo[4,5-b]pyridine (311 mg), copper iodide (1.5 g), sodium heptafluorobutyrate (1.8 g), NMP (5 ml), and xylene (25 ml) was stirred with heating at 150° C. for 12 hours. Into the reaction mixture cooled to room temperature, saturated aqueous sodium hydrogen carbonate solution and 28% aqueous ammonia were poured, and extracted with tert-butyl methyl ether. The combined organic layer was dried over sodium sulfate, and concentrated under...